This data is from the Open Reaction Database (ORD), a public repository of structured organic reaction records. The task is: describe an organic reaction: reactants, conditions, products, and yield Solvent: C1CCOC1 (THF), C1CCOC1 (THF), CS(=O)C (DMSO). Yields the product [N+](=O)([O-])C1=CC=C(C=CCC2(OCCO2)C)C=C1 (2-(p-nitrocinnamyl)-2-methyl-1,3-dioxolane). Procedure: To 62.8 mmol of LDA in 226.4 ml of THF, is added dropwise at 0° C. a solution of 28.8 g (62.2 mmol) of (2-methyl-dioxolane-2-yl-2-ethyl)triphenylphosphonium bromide in 60 ml of DMSO. After 1 h at 0° C., 7.8 g (51.6 mmol) of p-nitrobenzaldehyde dissolved in 40 ml of THF are added. The reaction medium is hydrolyzed with a NH4Cl saturated solution and is extracted with ethyl ether. The organic phase is dried over Na2SO4 and concentrated. After purification by flash chromatography (silica, eluent: h... Isolated yield 48.0%. Conditions: time 1 hour. Reactants: [N+](=O)([O-])C1=CC=C(C=O)C=C1 (p-nitrobenzaldehyde), [Li+].CC(C)[N-]C(C)C (LDA), [Br-].CC1(OCCO1)C(C)[P+](C1=CC=CC=C1)(C1=CC=CC=C1)C1=CC=CC=C1 ((2-methyl-dioxolane-2-yl-2-ethyl)triphenylphosphonium bromide), [NH4+].[Cl-] (NH4Cl). As a reaction SMILES: [Li+].CC([N-]C(C)C)C.[Br-].[CH3:10][C:11]1([CH:16]([P+](C2C=CC=CC=2)(C2C=CC=CC=2)C2C=CC=CC=2)[CH3:17])[O:15][CH2:14][CH2:13][O:12]1.[N+:37]([C:40]1[CH:47]=[CH:46][C:43]([CH:44]=O)=[CH:42][CH:41]=1)([O-:39])=[O:38].[NH4+].[Cl-]>C1COCC1.CS(C)=O>[N+:37]([C:40]1[CH:47]=[CH:46][C:43]([CH:44]=[CH:17][CH2:16][C:11]2([CH3:10])[O:12][CH2:13][CH2:14][O:15]2)=[CH:42][CH:41]=1)([O-:39])=[O:38] |f:0.1,2.3,5.6|.